From a dataset of the Open Reaction Database (ORD), a public repository of structured organic reaction records. describe an organic reaction: reactants, conditions, products, and yield Reactants: [Si](C)(C)(C(C)(C)C)OC[C@H](CC)NC(=O)C=1N=C(SC1)N1CC(C1)OS(=O)(=O)C (1-{4-[(1S)-1-(t-butyldimethylsilyloxymethyl)propylcarbamoyl]-1,3-thiazol-2-yl}-3-methanesulfonyloxyazetidine), C(C)(=S)[O-].[K+] (potassium thioacetate). The solvent is CN(C=O)C (dimethylformamide). Conditions: temperature 80 celsius, time 8 hour. The product is C(C)(=O)SC1CN(C1)C=1SC=C(N1)C(N[C@@H](CC)CO[Si](C)(C)C(C)(C)C)=O (3-acetylthio-1-{4-[(1S)-1-(t-butyldimethylsilyloxymethyl)propylcarbamoyl]-1,3-thiazol-2-yl}azetidine). Isolated yield 63.3%. As a reaction SMILES: [Si:1]([O:8][CH2:9][C@@H:10]([NH:13][C:14]([C:16]1[N:17]=[C:18]([N:21]2[CH2:24][CH:23](OS(C)(=O)=O)[CH2:22]2)[S:19][CH:20]=1)=[O:15])[CH2:11][CH3:12])([C:4]([CH3:7])([CH3:6])[CH3:5])([CH3:3])[CH3:2].[C:30]([O-:33])(=[S:32])[CH3:31].[K+]>CN(C)C=O>[C:30]([S:32][CH:23]1[CH2:22][N:21]([C:18]2[S:19][CH:20]=[C:16]([C:14](=[O:15])[NH:13][C@H:10]([CH2:9][O:8][Si:1]([C:4]([CH3:5])([CH3:6])[CH3:7])([CH3:3])[CH3:2])[CH2:11][CH3:12])[N:17]=2)[CH2:24]1)(=[O:33])[CH3:31] |f:1.2|. Procedure details: To a solution of 1-{4-[(1S)-1-(t-butyldimethylsilyloxymethyl)propylcarbamoyl]-1,3-thiazol-2-yl}-3-methanesulfonyloxyazetidine (1.02 g, 2.20 mmol) (obtained as described in Reference Example 34(5)) in dimethylformamide (50 ml) was added potassium thioacetate (1.51 mg, 13.2 mmol) at room temperature. The mixture was stirred in an oil bath (80° C.) overnight. After checking the completion of the reaction, the reaction mixture was partitioned between ethyl acetate and 10% aqueous sodium chloride sol... Starting materials: O([N+](=O)[O-])C(COC1=C(C=O)C=CC=C1)C (2-(2-nitroxypropoxy)benzaldehyde), N[C@@H](CS)C(=O)O (cysteine). Yields the product C(=O)(O)C1NC(SC1)C1=C(C=CC=C1)OCC(C)O[N+](=O)[O-] (4-Carboxy-2-[2-(2-nitroxypropoxy)phenyl]thiazolidine). Yield: 30.0%. RXN SMILES: [O:1]([CH:5]([CH3:16])[CH2:6][O:7][C:8]1[CH:15]=[CH:14][CH:13]=[CH:12][C:9]=1[CH:10]=O)[N+:2]([O-:4])=[O:3].[NH2:17][C@H:18]([C:21]([OH:23])=[O:22])[CH2:19][SH:20]>>[C:21]([CH:18]1[CH2:19][S:20][CH:10]([C:9]2[CH:12]=[CH:13][CH:14]=[CH:15][C:8]=2[O:7][CH2:6][CH:5]([O:1][N+:2]([O-:4])=[O:3])[CH3:16])[NH:17]1)([OH:23])=[O:22]. Reported procedure: Prepared from 2-(2-nitroxypropoxy)benzaldehyde and cysteine as described in Example XVI. Yield: 30%. Empirical formula: C13H16N2O6S. Molecular weight: 328. Melting point: 127°-130° C. The reactants are CSC(N)=S.[Na] (sodium monomethyldithiocarbamate), CSC(N)=S.[Na] (sodium monomethyldithiocarbamate), aqueous solution, ClCC(=O)NC=1SC=C(N1)C(C(=O)N[C@@H]1C(N([C@@H]1C(=O)OC)S(=O)(=O)[O-])=O)=NOC.[Na+] (sodium cis-3-[2-(2-chloroacetamido-4-thiazolyl)-2-methoxyiminoacetamido]-4-methoxycarbonyl-2-oxoazetidine-1-sulfonate). Run at time 1 hour. Yields the product NC=1SC=C(N1)C(C(=O)N[C@@H]1C(N([C@@H]1C(=O)OC)S(=O)(=O)[O-])=O)=NOC.[Na+] (sodium cis-3-[2-(2-amino-4-thiazolyl)-2-methoxyiminoacetamido]-4-methoxycarbonyl-2-oxoazetidine-1-sulfonate). Reaction SMILES: CSC(=S)N.[Na].ClCC([NH:11][C:12]1[S:13][CH:14]=[C:15]([C:17](=[N:34][O:35][CH3:36])[C:18]([NH:20][C@H:21]2[C@@H:24]([C:25]([O:27][CH3:28])=[O:26])[N:23]([S:29]([O-:32])(=[O:31])=[O:30])[C:22]2=[O:33])=[O:19])[N:16]=1)=O.[Na+:37]>>[NH2:11][C:12]1[S:13][CH:14]=[C:15]([C:17](=[N:34][O:35][CH3:36])[C:18]([NH:20][C@H:21]2[C@@H:24]([C:25]([O:27][CH3:28])=[O:26])[N:23]([S:29]([O-:32])(=[O:30])=[O:31])[C:22]2=[O:33])=[O:19])[N:16]=1.[Na+:37] |f:0.1,2.3,4.5,^1:5|. Procedure details: Under ice-cooling and stirring, 21 mg of sodium monomethyldithiocarbamate is added to 2 ml of an aqueous solution containing 85 mg of sodium cis-3-[2-(2-chloroacetamido-4-thiazolyl)-2-methoxyiminoacetamido]-4-methoxycarbonyl-2-oxoazetidine-1-sulfonate (anti-isomer). The mixture is stirred at room temperature for 1 hour and another 7 mg of sodium monomethyldithiocarbamate is added. The stirring is continued for an additional 1 hour, the reaction mixture is filtered and the filtrate is washed with... As a reaction SMILES: [C:16](#[N:17])[c:18]1[s:19][c:20]([S:24][CH2:25][CH3:26])[cH:21][c:22]1[OH:23].[C:1](=[O:2])([O-:3])[O-:4].[CH3:27][C:28]#[N:29].[K+:5].[K+:6].[P:7](=[S:8])([O:9][CH2:10][CH3:11])([O:12][CH2:13][CH3:14])[Cl:15]>>[P:7](=[S:8])([O:9][CH2:10][CH3:11])([O:12][CH2:13][CH3:14])[O:23][c:22]1[c:18]([C:16]#[N:17])[s:19][c:20]([S:24][CH2:25][CH3:26])[cH:21]1. Yields the product CCOP(=S)(OCC)Oc1cc(SCC)sc1C#N. Reactants: CCSc1cc(O)c(C#N)s1, O=C([O-])[O-], CC#N, [K+], [K+], CCOP(=S)(Cl)OCC. Starting materials: NC1=NC=CN=C1 (2-aminopyrazine), BrC(C(C)=O)C (3-bromo-2-butanone). Yields the product CC=1N=C2N(C=CN=C2)C1C (2,3-dimethylimidazo[1,2-a]pyrazine). Reaction SMILES: [NH2:1][C:2]1[CH:7]=[N:6][CH:5]=[CH:4][N:3]=1.Br[CH:9]([CH3:13])[C:10](=O)[CH3:11]>>[CH3:13][C:9]1[N:1]=[C:2]2[CH:7]=[N:6][CH:5]=[CH:4][N:3]2[C:10]=1[CH3:11]. Procedure details: Similarly, condensation of the 2-aminopyrazine with 3-bromo-2-butanone gives the 2,3-dimethylimidazo[1,2-a]pyrazine as shown in the following reaction Scheme IV. ##STR16## Starting materials: COC(C1=CC(=C(C=C1)NC(=O)N(C=1N(N=C2C=CC=CC12)C1=CC=CC=C1)C1CCCCC1)Cl)=O (3-chloro-4-[3-cyclohexyl-3-(2-phenyl-2H-indazol-3-yl)-ureido]-benzoic acid methyl ester), [OH-].[Li+] (lithium hydroxide). The solvent is C1CCOC1.CO (THF MeOH). Product: ClC=1C=C(C(=O)O)C=CC1NC(=O)N(C=1N(N=C2C=CC=CC12)C1=CC=CC=C1)C1CCCCC1 (3-Chloro-4-[3-cyclohexyl-3-(2-phenyl-2H-indazol-3-yl)-ureido]-benzoic acid). Reaction SMILES: C[O:2][C:3](=[O:36])[C:4]1[CH:9]=[CH:8][C:7]([NH:10][C:11]([N:13]([CH:29]2[CH2:34][CH2:33][CH2:32][CH2:31][CH2:30]2)[C:14]2[N:15]([C:23]3[CH:28]=[CH:27][CH:26]=[CH:25][CH:24]=3)[N:16]=[C:17]3[C:22]=2[CH:21]=[CH:20][CH:19]=[CH:18]3)=[O:12])=[C:6]([Cl:35])[CH:5]=1.[OH-].[Li+]>C1COCC1.CO>[Cl:35][C:6]1[CH:5]=[C:4]([CH:9]=[CH:8][C:7]=1[NH:10][C:11]([N:13]([CH:29]1[CH2:34][CH2:33][CH2:32][CH2:31][CH2:30]1)[C:14]1[N:15]([C:23]2[CH:28]=[CH:27][CH:26]=[CH:25][CH:24]=2)[N:16]=[C:17]2[C:22]=1[CH:21]=[CH:20][CH:19]=[CH:18]2)=[O:12])[C:3]([OH:36])=[O:2] |f:1.2,3.4|. Procedure details: In analogy to the procedure described in example 2.2, 3-chloro-4-[3-cyclohexyl-3-(2-phenyl-2H-indazol-3-yl)-ureido]-benzoic acid methyl ester was treated with 1 N aqueous lithium hydroxide solution in THF/MeOH 1/1 for 16 h at ambient temperature to give the title compound as off-white solid. MS: m/e=489.3 [M+H+].